This data is from the Open Reaction Database (ORD), a public repository of structured organic reaction records. The task is: describe an organic reaction: reactants, conditions, products, and yield Starting materials: CCOC(=O)C(Cl)C(=O)C(=O)O, CCOC(=O)c1nc(-c2cc(C)ccc2O)sc1C(=O)O, Cc1ccc(O)c(C(N)=S)c1, [Na+], [OH-]. Yields the product Cc1ccc(O)c(-c2nc(C(=O)O)c(C(=O)O)s2)c1. Reaction SMILES: [CH2:12]([O:13][C:14](=[O:15])[CH:16]([Cl:17])[C:18]([C:19]([OH:20])=[O:21])=[O:22])[CH3:23].[CH2:24]([CH3:25])[O:26][C:27](=[O:28])[c:29]1[n:30][c:31](-[c:37]2[c:38]([OH:44])[cH:39][cH:40][c:41]([CH3:43])[cH:42]2)[s:32][c:33]1[C:34](=[O:35])[OH:36].[CH3:1][c:2]1[cH:3][cH:4][c:5]([OH:6])[c:7]([C:9]([NH2:10])=[S:11])[cH:8]1.[Na+:46].[OH-:45]>>[O:26]=[C:27]([OH:28])[c:29]1[n:30][c:31](-[c:37]2[c:38]([OH:44])[cH:39][cH:40][c:41]([CH3:43])[cH:42]2)[s:32][c:33]1[C:34](=[O:35])[OH:36]. Starting materials: CCC(=O)O, FC(F)(F)c1cc(COC2CCNCC2C(c2ccccc2)c2ccccc2)cc(C(F)(F)F)c1, Cl. Yields the product CCC(=O)N1CCC(OCc2cc(C(F)(F)F)cc(C(F)(F)F)c2)C(C(c2ccccc2)c2ccccc2)C1. Reaction SMILES: [CH3:37][CH2:38][C:39]([OH:40])=[O:41].[CH:2]([c:3]1[cH:4][cH:5][cH:6][cH:7][cH:8]1)([c:9]1[cH:10][cH:11][cH:12][cH:13][cH:14]1)[CH:15]1[CH2:16][NH:17][CH2:18][CH2:19][CH:20]1[O:21][CH2:22][c:23]1[cH:24][c:25]([C:33]([F:34])([F:35])[F:36])[cH:26][c:27]([C:29]([F:30])([F:31])[F:32])[cH:28]1.[ClH:1]>>[CH:2]([c:3]1[cH:4][cH:5][cH:6][cH:7][cH:8]1)([c:9]1[cH:10][cH:11][cH:12][cH:13][cH:14]1)[CH:15]1[CH2:16][N:17]([C:39]([CH2:38][CH3:37])=[O:40])[CH2:18][CH2:19][CH:20]1[O:21][CH2:22][c:23]1[cH:24][c:25]([C:33]([F:34])([F:35])[F:36])[cH:26][c:27]([C:29]([F:30])([F:31])[F:32])[cH:28]1. Reactants: C(=O)C1=CC=C(C(C(=O)O)=C1)O (5-formylsalicylic acid), C(C)(=O)OCC (ethyl acetate), COC1=CC=C(C=C1)N (p-Anisidine), C(#N)[BH3-].[Na+] (sodium cyanoborohydride). The solvent is CO (methanol), CO (methanol), CN1C(CCC1)=O (N-methyl pyrrolidone). Conditions: time 16 hour. The product is OC1=C(C(=O)O)C=C(C=C1)CNC1=CC=C(C=C1)OC (2-Hydroxy-5-[(4-methoxyphenylamino)methyl]benzoic acid). As a reaction SMILES: [CH3:1][O:2][C:3]1[CH:8]=[CH:7][C:6]([NH2:9])=[CH:5][CH:4]=1.[CH:10]([C:12]1[CH:20]=[C:16]([C:17]([OH:19])=[O:18])[C:15]([OH:21])=[CH:14][CH:13]=1)=O.C([BH3-])#N.[Na+].C(OCC)(=O)C>CO.CN1CCCC1=O>[OH:21][C:15]1[CH:14]=[CH:13][C:12]([CH2:10][NH:9][C:6]2[CH:7]=[CH:8][C:3]([O:2][CH3:1])=[CH:4][CH:5]=2)=[CH:20][C:16]=1[C:17]([OH:19])=[O:18] |f:2.3|. Reported procedure: p-Anisidine (1.3 g, 10.6 mmol) was dissolved in methanol (20 mL) and 5-formylsalicylic acid (1.75 g, 10.6 mmol) was added and the resulting mixture was stirred at room temperature for 16 hours. The solid formed was isolated by filtration, re-dissolved in N-methyl pyrrolidone (20 mL) and methanol (2 mL). To the mixture was added sodium cyanoborohydride (1.2 g) and the mixture was heated to 70° C. for 3 hours. To the cooled mixture was added ethyl acetate (100 mL) and the mixture was extracted wit... The reactants are Cc1cc(C(=O)NOCC(C)O[Si](C)(C)C(C)(C)C)c(Nc2ccc(Br)cc2F)n(C)c1=O, C1CCOC1, Cl. The product is Cc1cc(C(=O)NOCC(C)O)c(Nc2ccc(Br)cc2F)n(C)c1=O. As a reaction SMILES: [Br:1][c:2]1[cH:3][c:4]([F:33])[c:5]([NH:8][c:9]2[n:10]([CH3:32])[c:11](=[O:31])[c:12]([CH3:30])[cH:13][c:14]2[C:15](=[O:16])[NH:17][O:18][CH2:19][CH:20]([CH3:21])[O:22][Si:23]([C:24]([CH3:25])([CH3:26])[CH3:27])([CH3:28])[CH3:29])[cH:6][cH:7]1.[CH2:35]1[O:36][CH2:37][CH2:38][CH2:39]1.[ClH:34]>>[Br:1][c:2]1[cH:3][c:4]([F:33])[c:5]([NH:8][c:9]2[n:10]([CH3:32])[c:11](=[O:31])[c:12]([CH3:30])[cH:13][c:14]2[C:15](=[O:16])[NH:17][O:18][CH2:19][CH:20]([CH3:21])[OH:22])[cH:6][cH:7]1.